Dataset: the Open Reaction Database (ORD), a public repository of structured organic reaction records. Task: describe an organic reaction: reactants, conditions, products, and yield The reactants are CC(C)(C)c1cccc(C(C)(C)C)c1O, [Li]CCCC, CCCCCC, COCCOC, ClCCl, Cl, O=C(Cl)c1ccc([N+](=O)[O-])cc1. Product: CC(C)(C)c1cc(C(=O)c2ccc([N+](=O)[O-])cc2)cc(C(C)(C)C)c1O. Reaction SMILES: [C:1]([CH3:2])([CH3:3])([CH3:4])[c:5]1[c:6]([OH:15])[c:7]([C:11]([CH3:12])([CH3:13])[CH3:14])[cH:8][cH:9][cH:10]1.[CH2:16]([Li:17])[CH2:18][CH2:19][CH3:20].[CH3:34][CH2:35][CH2:36][CH2:37][CH2:38][CH3:39].[CH3:43][O:44][CH2:45][CH2:46][O:47][CH3:48].[Cl:40][CH2:41][Cl:42].[ClH:33].[N+:21](=[O:22])([O-:23])[c:24]1[cH:25][cH:26][c:27]([C:28](=[O:29])[Cl:30])[cH:31][cH:32]1>>[C:1]([CH3:2])([CH3:3])([CH3:4])[c:5]1[c:6]([OH:15])[c:7]([C:11]([CH3:12])([CH3:13])[CH3:14])[cH:8][c:9]([C:28]([c:27]2[cH:26][cH:25][c:24]([N+:21](=[O:22])[O-:23])[cH:32][cH:31]2)=[O:29])[cH:10]1.